Dataset: the Open Reaction Database (ORD), a public repository of structured organic reaction records. Task: describe an organic reaction: reactants, conditions, products, and yield Reactants: C(C)OC(=O)C1=NC(=CC(=C1)C1=CC(=CC(=C1)F)F)C (4-(3,5-Difluorophenyl)-6-methyl-pyridine-2-carboxylic acid ethyl ester), COCC=1N=C(SC1)N (4-Methoxymethyl-thiazol-2-ylamine). The product is COCC=1N=C(SC1)NC(=O)C1=NC(=CC(=C1)C1=CC(=CC(=C1)F)F)C (4-(3,5-Difluorophenyl)-6-methyl-pyridine-2-carboxylic acid (4-methoxymethyl-thiazol-2-yl)-amide). RXN SMILES: C(O[C:4]([C:6]1[CH:11]=[C:10]([C:12]2[CH:17]=[C:16]([F:18])[CH:15]=[C:14]([F:19])[CH:13]=2)[CH:9]=[C:8]([CH3:20])[N:7]=1)=[O:5])C.[CH3:21][O:22][CH2:23][C:24]1[N:25]=[C:26]([NH2:29])[S:27][CH:28]=1>>[CH3:21][O:22][CH2:23][C:24]1[N:25]=[C:26]([NH:29][C:4]([C:6]2[CH:11]=[C:10]([C:12]3[CH:13]=[C:14]([F:19])[CH:15]=[C:16]([F:18])[CH:17]=3)[CH:9]=[C:8]([CH3:20])[N:7]=2)=[O:5])[S:27][CH:28]=1. Procedure: The title compound, was prepared from 4-(3,5-Difluorophenyl)-6-methyl-pyridine-2-carboxylic acid ethyl ester in accordance with the general method of example 26, step 6 using 4-Methoxymethyl-thiazol-2-ylamine (CAS: [640768-40-7]) instead of 3-chloro-aniline to yield the final compound as a light brown solid, MS (ISP): m/e=376.3 (M+H)+. Reactants: NC=1C(=C(OC[C@@H](C)NC(OCC2=CC=CC=C2)=O)C=CC1)C#N ((R)-benzyl (1-(3-amino-2-cyanophenoxy)propan-2-yl)-carbamate), O=C(CC(=O)OCC)C (ethyl 3-oxobutanoate). The product is NC1=C(C(=NC2=CC=CC(=C12)OC[C@@H](C)N)C)C(=O)OCC ((R)-ethyl 4-amino-5-(2-aminopropoxy)-2-methylquinoline-3-carboxylate). RXN SMILES: [NH2:1][C:2]1[C:3]([C:23]#[N:24])=[C:4]([CH:20]=[CH:21][CH:22]=1)[O:5][CH2:6][C@H:7]([NH:9]C(=O)OCC1C=CC=CC=1)[CH3:8].O=[C:26]([CH3:33])[CH2:27][C:28]([O:30][CH2:31][CH3:32])=[O:29]>>[NH2:24][C:23]1[C:3]2[C:2](=[CH:22][CH:21]=[CH:20][C:4]=2[O:5][CH2:6][C@H:7]([NH2:9])[CH3:8])[N:1]=[C:26]([CH3:33])[C:27]=1[C:28]([O:30][CH2:31][CH3:32])=[O:29]. Procedure: Prepared as in Example 2a from (R)-benzyl (1-(3-amino-2-cyanophenoxy)propan-2-yl)-carbamate (Example 86c) and ethyl 3-oxobutanoate as brown solid. MS 304 (MH+). Starting materials: O=C(NC1CC1)c1ncc(Br)cn1, CC(c1ccc(B2OC(C)(C)C(C)(C)O2)cc1)N1CCC(CC(C)(C)O)(c2ccccc2)OC1=O. Yields the product CC(c1ccc(-c2cnc(C(=O)NC3CC3)nc2)cc1)N1CCC(CC(C)(C)O)(c2ccccc2)OC1=O. As a reaction SMILES: [Br:36][c:37]1[cH:38][n:39][c:40]([C:43](=[O:44])[NH:45][CH:46]2[CH2:47][CH2:48]2)[n:41][cH:42]1.[OH:1][C:2]([CH2:3][C:4]1([c:28]2[cH:29][cH:30][cH:31][cH:32][cH:33]2)[CH2:5][CH2:6][N:7]([CH:11]([CH3:12])[c:13]2[cH:14][cH:15][c:16]([B:19]3[O:20][C:21]([CH3:22])([CH3:23])[C:24]([CH3:25])([CH3:26])[O:27]3)[cH:17][cH:18]2)[C:8](=[O:10])[O:9]1)([CH3:34])[CH3:35]>>[OH:1][C:2]([CH2:3][C:4]1([c:28]2[cH:29][cH:30][cH:31][cH:32][cH:33]2)[CH2:5][CH2:6][N:7]([CH:11]([CH3:12])[c:13]2[cH:14][cH:15][c:16](-[c:37]3[cH:38][n:39][c:40]([C:43](=[O:44])[NH:45][CH:46]4[CH2:47][CH2:48]4)[n:41][cH:42]3)[cH:17][cH:18]2)[C:8](=[O:10])[O:9]1)([CH3:34])[CH3:35]. The reactants are ClC(Cl)Cl, COC(=O)C(=O)C(F)(F)F, Cc1cc(=O)n(-c2ccc(F)cc2)[nH]1. Yields the product COC(=O)C(O)(c1c(C)[nH]n(-c2ccc(F)cc2)c1=O)C(F)(F)F. RXN SMILES: [CH:25]([Cl:26])([Cl:27])[Cl:28].[F:15][C:16]([C:17]([C:18](=[O:19])[O:20][CH3:21])=[O:22])([F:23])[F:24].[F:1][c:2]1[cH:3][cH:4][c:5](-[n:8]2[nH:9][c:10]([CH3:14])[cH:11][c:12]2=[O:13])[cH:6][cH:7]1>>[F:1][c:2]1[cH:3][cH:4][c:5](-[n:8]2[nH:9][c:10]([CH3:14])[c:11]([C:17]([C:16]([F:15])([F:23])[F:24])([C:18](=[O:19])[O:20][CH3:21])[OH:22])[c:12]2=[O:13])[cH:6][cH:7]1. Reactants: O=C(O)c1ccc(Cl)cc1Br, CO, ClCCl, NC(N)=O. Yields the product N#Cc1ccc(Cl)cc1Br. RXN SMILES: [Br:1][c:2]1[c:3]([C:4]([OH:5])=[O:6])[cH:7][cH:8][c:9]([Cl:11])[cH:10]1.[CH3:16][OH:17].[Cl:18][CH2:19][Cl:20].[NH2:12][C:13](=[O:14])[NH2:15]>>[Br:1][c:2]1[c:3]([C:4]#[N:12])[cH:7][cH:8][c:9]([Cl:11])[cH:10]1. Reactants: CC(C)(C)OC(=O)NCc1ccc(CN=[N+]=[N-])o1, CCO. The product is CC(C)(C)OC(=O)NCc1ccc(CN)o1. RXN SMILES: [C:1]([CH3:2])([CH3:3])([CH3:4])[O:5][C:6]([NH:7][CH2:8][c:9]1[o:10][c:11]([CH2:14][N:15]=[N+:16]=[N-:17])[cH:12][cH:13]1)=[O:18].[CH3:19][CH2:20][OH:21]>>[C:1]([CH3:2])([CH3:3])([CH3:4])[O:5][C:6]([NH:7][CH2:8][c:9]1[o:10][c:11]([CH2:14][NH2:15])[cH:12][cH:13]1)=[O:18]. Starting materials: FC1=C(C=C(N)C=C1)O (4-fluoro-3-hydroxy-aniline), potassium t-butylate, ice water, C(C1=CC=CC=C1)Cl (benzyl chloride). Solvent: CN(C)C=O (DMF). Reaction conditions: time 15 minute. The product is C(C1=CC=CC=C1)OC=1C=C(C=CC1F)N (3-benzyloxy-4-fluoro-phenylamine). The yield is 68.8%. As a reaction SMILES: [F:1][C:2]1[CH:8]=[CH:7][C:5]([NH2:6])=[CH:4][C:3]=1[OH:9].[CH2:10](Cl)[C:11]1[CH:16]=[CH:15][CH:14]=[CH:13][CH:12]=1>CN(C=O)C>[CH2:10]([O:9][C:3]1[CH:4]=[C:5]([NH2:6])[CH:7]=[CH:8][C:2]=1[F:1])[C:11]1[CH:16]=[CH:15][CH:14]=[CH:13][CH:12]=1. Procedure: 79 g (0.62 mol) of 4-fluoro-3-hydroxy-aniline in DMF (1.3 l) were treated under argon portion wise over a period of 15 minutes with 76.7 g (0.68 mol) of potassium t-butylate whereas the temperature of the reaction solution was kept between RT and 28° C. Stirring was continued for 15 minutes then 79 ml (0.68 mol) of benzyl chloride were added dropwise while keeping the temperature of the reaction solution between RT and 30° C. After stirring for 2 h at RT the reaction solution was poured into ice... Reactants: [OH-].[Na+] (NaOH), ice, OC1CCN(CC1)C (4-Hydroxy-1-methylpiperidine), [N+](=O)([O-])C=1C=C(CCl)C=CC1 (3-nitro-benzylchloride). The reagents and catalysts are [Cl-].C(C1=CC=CC=C1)[N+](CC)(CC)CC (benzyl-triethylammonium chloride). Run in O (water), ClCCl (dichloromethane). Conditions: time 2 hour. Yields the product CN1CCC(CC1)OCC1=CC(=CC=C1)[N+](=O)[O-] (1-Methyl-4-(3-nitro-benzyloxy)-piperidine). As a reaction SMILES: [OH:1][CH:2]1[CH2:7][CH2:6][N:5]([CH3:8])[CH2:4][CH2:3]1.[OH-].[Na+].[N+:11]([C:14]1[CH:15]=[C:16]([CH:19]=[CH:20][CH:21]=1)[CH2:17]Cl)([O-:13])=[O:12]>ClCCl.O.[Cl-].C([N+](CC)(CC)CC)C1C=CC=CC=1>[CH3:8][N:5]1[CH2:6][CH2:7][CH:2]([O:1][CH2:17][C:16]2[CH:19]=[CH:20][CH:21]=[C:14]([N+:11]([O-:13])=[O:12])[CH:15]=2)[CH2:3][CH2:4]1 |f:1.2,6.7|. Procedure details: 4-Hydroxy-1-methylpiperidine (11.5 g, 0.1 mol) is dissolved in 250 mL dichloromethane. A solution of 100 g NaOH in 100 mL of water is added followed by 17.2 g (0.1 mol) 3-nitro-benzylchloride and a catalytic amount of benzyl-triethylammonium chloride. The mixture is stirred very efficiently during 2 h at rt and then poured into 300 mL of ice-cold water. The organic layer is separated and the organic phase extracted once more with dichloromethane. The organic phase is extracted with 1N HCl (2×200... Starting materials: ClC1=C(C(=C(C=C1)O)[N+](=O)[O-])C (4-chloro-3-methyl-2-nitrophenol), C(C1=CC=CC=C1)Br (benzyl bromide), C([O-])([O-])=O.[K+].[K+] (potassium carbonate). The solvent is CC(=O)C (acetone). Yields the product C(C1=CC=CC=C1)OC=1C(=C(C(=CC1)Cl)C)[N+](=O)[O-] (3-benzyloxy-6-chloro-2-nitrotoluene). Yield: 99.9%. As a reaction SMILES: [Cl:1][C:2]1[CH:7]=[CH:6][C:5]([OH:8])=[C:4]([N+:9]([O-:11])=[O:10])[C:3]=1[CH3:12].[CH2:13](Br)[C:14]1[CH:19]=[CH:18][CH:17]=[CH:16][CH:15]=1.C(=O)([O-])[O-].[K+].[K+]>CC(C)=O>[CH2:13]([O:8][C:5]1[C:4]([N+:9]([O-:11])=[O:10])=[C:3]([CH3:12])[C:2]([Cl:1])=[CH:7][CH:6]=1)[C:14]1[CH:19]=[CH:18][CH:17]=[CH:16][CH:15]=1 |f:2.3.4|. Procedure details: A mixture of 1.50 g (8.00 mmols) of 4-chloro-3-methyl-2-nitrophenol, 1.50 g (8.80 mmols) of benzyl bromide, 2.43 g (17.6 mmols) of potassium carbonate and 70 ml of acetone was refluxed for 2 hours. Thereafter insoluble matters were filtered off and the filtrate was concentrated under reduced pressure. The residue was isolated and purified by silica gel column chromatography to give 2.22 g (>99%) of 3-benzyloxy-6-chloro-2-nitrotoluene. The reactants are C(\C=C\C)#N (crotononitrile), ClC1=C(C=CC(=C1)Cl)NN (2,4-dichlorophenylhydrazine), [OH-].[Na+] (sodium hydroxide), [Si]([O-])([O-])([O-])[O-].[Mg+2].[Mg+2] (magnesium silicate), Cl (hydrochloric acid). The reagents and catalysts are OCC[N+](C)(C)C (choline). Solvent: O (water). Yields the product NC1=NN(C(C1)C)C1=C(C=C(C=C1)Cl)Cl (3-Amino-1-(2,4-dichlorophenyl)-5-methyl-2-pyrazoline). As a reaction SMILES: [Cl:1][C:2]1[CH:7]=[C:6]([Cl:8])[CH:5]=[CH:4][C:3]=1[NH:9][NH2:10].[C:11](#[N:15])/[CH:12]=[CH:13]/[CH3:14].Cl.[OH-].[Na+].[Si]([O-])([O-])([O-])[O-].[Mg+2].[Mg+2]>OCC[N+](C)(C)C.O>[NH2:15][C:11]1[CH2:12][CH:13]([CH3:14])[N:9]([C:3]2[CH:4]=[CH:5][C:6]([Cl:8])=[CH:7][C:2]=2[Cl:1])[N:10]=1 |f:3.4,5.6.7|. Reported procedure: A mixture of 7.8 g. of 2,4-dichlorophenylhydrazine (prepared from 2,4-dichlorohydrazine hydrochloride by treatment with 1 N sodium hydroxide), 9.9 g. of crotononitrile and 3 drops of choline (45% in methanol) is heated on a steam bath for 18 hours. The solution is mixed with 200 ml. of water then 20 ml. of concentrated hydrochloric acid is added and the mixture is refluxed for 1/2 hour, cooled and made basic with 10% sodium hydroxide to give a gummy solid. The solid is placed on a chromatography...